From a dataset of the Open Reaction Database (ORD), a public repository of structured organic reaction records. describe an organic reaction: reactants, conditions, products, and yield Starting materials: BrCc1ccccc1, O=C([O-])O, CN(C)C=O, CCOC(C)=O, [H-], [Na+], [Na+], O=C1OC(=O)c2c(O)cccc21. Yields the product O=C1OC(=O)c2c(OCc3ccccc3)cccc21. RXN SMILES: [Br:15][CH2:16][c:17]1[cH:18][cH:19][cH:20][cH:21][cH:22]1.[C:23](=[O:24])([OH:25])[O-:26].[CH3:28][N:29]([CH3:30])[CH:31]=[O:32].[CH3:33][CH2:34][O:35][C:36](=[O:37])[CH3:38].[H-:13].[Na+:14].[Na+:27].[OH:1][c:2]1[c:3]2[c:7]([cH:8][cH:9][cH:10]1)[C:6](=[O:11])[O:5][C:4]2=[O:12]>>[O:1]([c:2]1[c:3]2[c:7]([cH:8][cH:9][cH:10]1)[C:6](=[O:11])[O:5][C:4]2=[O:12])[CH2:16][c:17]1[cH:18][cH:19][cH:20][cH:21][cH:22]1. Reactants: ClC=1C=C(C=CC1N)C1=CC(=C(N)C=C1)Cl (3,3′-Dichlorobenzidine), N (ammonia), C1(=CC=C(N)C=C1)C1=CC=C(N)C=C1 (benzidine). The reagents and catalysts are [Cu] (copper). The product is NC=1C=C(C=CC1N)C1=CC(=C(C=C1)N)N (3,3′,4,4′-tetraaminobiphenyl). As a reaction SMILES: [C:1]1([C:8]2[CH:14]=[CH:13][C:11]([NH2:12])=[CH:10][CH:9]=2)[CH:7]=[CH:6][C:4]([NH2:5])=[CH:3][CH:2]=1.ClC1C=C(C2C=CC(N)=C(Cl)C=2)C=CC=1[NH2:22].[NH3:31]>[Cu]>[NH2:31][C:10]1[CH:9]=[C:8]([C:1]2[CH:2]=[CH:3][C:4]([NH2:5])=[C:6]([NH2:22])[CH:7]=2)[CH:14]=[CH:13][C:11]=1[NH2:12]. Procedure details: A method according to Patent Document 2 is known as a method directly utilizing a benzidine skeleton. 3,3′-Dichlorobenzidine is treated with ammonia in the presence of a copper catalyst at high temperature (150 to 250° C.) and high pressure (1 to 10 MPa) to yield 3,3′,4,4′-tetraaminobiphenyl (Patent Document 2, Scheme 3).